Dataset: the Open Reaction Database (ORD), a public repository of structured organic reaction records. Task: describe an organic reaction: reactants, conditions, products, and yield Starting materials: C1=CC=CC=2C3=CC=CC=C3C(C12)COC(=O)N[C@@H](CCC(NC(C1=CC=CC=C1)(C1=CC=CC=C1)C1=CC=CC=C1)=O)C(=O)NC1=C(C=CC(=C1)OC)OC (N-[Nα-(9-fluorenylmethoxycarbonyl)-Nδ-trityl-L-glutaminyl]-2,5-dimethoxyaniline), N1C(=CC2=CC=CC=C12)C(=O)O (indole-2-carboxylic acid). Product: N1C(=CC2=CC=CC=C12)C(=O)N[C@@H](CCC(NC(C1=CC=CC=C1)(C1=CC=CC=C1)C1=CC=CC=C1)=O)C(=O)NC1=C(C=CC(=C1)OC)OC (N-[Nα-(Indole-2-carbonyl)-Nδ-trityl-L-glutaminyl]-2,5-dimethoxyaniline), crystals. Isolated yield 36.0%. As a reaction SMILES: C1C2C(COC([NH:18][C@H:19]([C:44]([NH:46][C:47]3[CH:52]=[C:51]([O:53][CH3:54])[CH:50]=[CH:49][C:48]=3[O:55][CH3:56])=[O:45])[CH2:20][CH2:21][C:22](=[O:43])[NH:23][C:24]([C:37]3[CH:42]=[CH:41][CH:40]=[CH:39][CH:38]=3)([C:31]3[CH:36]=[CH:35][CH:34]=[CH:33][CH:32]=3)[C:25]3[CH:30]=[CH:29][CH:28]=[CH:27][CH:26]=3)=O)C3C(=CC=CC=3)C=2C=CC=1.[NH:57]1[C:65]2[C:60](=[CH:61][CH:62]=[CH:63][CH:64]=2)[CH:59]=[C:58]1[C:66]([OH:68])=O>>[NH:57]1[C:65]2[C:60](=[CH:61][CH:62]=[CH:63][CH:64]=2)[CH:59]=[C:58]1[C:66]([NH:18][C@H:19]([C:44]([NH:46][C:47]1[CH:52]=[C:51]([O:53][CH3:54])[CH:50]=[CH:49][C:48]=1[O:55][CH3:56])=[O:45])[CH2:20][CH2:21][C:22](=[O:43])[NH:23][C:24]([C:25]1[CH:30]=[CH:29][CH:28]=[CH:27][CH:26]=1)([C:31]1[CH:36]=[CH:35][CH:34]=[CH:33][CH:32]=1)[C:37]1[CH:38]=[CH:39][CH:40]=[CH:41][CH:42]=1)=[O:68]. Procedure details: The title compound was prepared from N-[Nα-(9-fluorenylmethoxycarbonyl)-Nδ-trityl-L-glutaminyl]-2,5-dimethoxyaniline (620 mg, 0.83 mmol, example 82, step A) as described for example 82 (step B) using indole-2-carboxylic acid (201 mg, 1.25 mmol) instead of caffeic acid. The crude material was purified by flash chromatography using initially 10% then 20% EtOAc/CH2Cl2. The title compound was obtained as white crystals (200 mg, 36%). Reactants: NC=1C=C(C(=C2CCCC12)OC=1C(=C(C(=CC1)OCC1=CC=CC=C1)C(C)O)CO)C (1-[-(7-amino-5-methylindan-4-yloxy)-6-benzyloxy-2-hydroxymethylphenyl]ethanol), C(C)[SiH](CC)CC (triethylsilane), FC(C(=O)O)(F)F (trifluoroacetic acid). Run in ClCCl (dichloromethane). Run at time 8 hour. The product is NC=1C=C(C(=C2CCCC12)OC1=C(C(=C(C=C1)O)CC)C)C (4-(7-Amino-5-methylindan-4-yloxy)-2-ethyl-3-methylphenol). Yield: 84.6%. As a reaction SMILES: [NH2:1][C:2]1[CH:3]=[C:4]([CH3:31])[C:5]([O:11][C:12]2[C:13]([CH2:29]O)=[C:14]([CH:26](O)[CH3:27])[C:15]([O:18]CC3C=CC=CC=3)=[CH:16][CH:17]=2)=[C:6]2[C:10]=1[CH2:9][CH2:8][CH2:7]2.C([SiH](CC)CC)C.FC(F)(F)C(O)=O>ClCCl>[NH2:1][C:2]1[CH:3]=[C:4]([CH3:31])[C:5]([O:11][C:12]2[CH:17]=[CH:16][C:15]([OH:18])=[C:14]([CH2:26][CH3:27])[C:13]=2[CH3:29])=[C:6]2[C:10]=1[CH2:9][CH2:8][CH2:7]2. Reported procedure: To a solution of 1-[-(7-amino-5-methylindan-4-yloxy)-6-benzyloxy-2-hydroxymethylphenyl]ethanol (40 mg) in dichloromethane (1 mL) was added triethylsilane (0.400 mL). Adding dropwise trifluoroacetic acid (1 mL), the mixture was stirred at room temperature overnight. The reaction mixture was evaporated to dryness. To the residue were added ethyl acetate (3 mL) and a saturated aqueous solution of sodium hydrogen carbonate (10 mL). The reaction mixture was stirred for 15 min, and extracted with ethy... The reactants are CCNCC, C#CC(C)(C)O, CN1Cc2c(I)ncn2-c2cccc(Cl)c2C1=O, [Cu]I. Product: CN1Cc2c(C#CC(C)(C)O)ncn2-c2cccc(Cl)c2C1=O. RXN SMILES: [CH2:27]([NH:28][CH2:29][CH3:30])[CH3:31].[CH3:19][C:20]([CH3:21])([C:22]#[CH:23])[OH:24].[Cl:1][c:2]1[cH:3][cH:4][cH:5][c:6]2[c:7]1[C:8](=[O:18])[N:9]([CH3:17])[CH2:10][c:11]1[n:12]-2[cH:13][n:14][c:15]1[I:16].[Cu:25][I:26]>>[Cl:1][c:2]1[cH:3][cH:4][cH:5][c:6]2[c:7]1[C:8](=[O:18])[N:9]([CH3:17])[CH2:10][c:11]1[n:12]-2[cH:13][n:14][c:15]1[C:23]#[C:22][C:20]([CH3:19])([CH3:21])[OH:24]. RXN SMILES: [CH3:1][O:2][C:3]([CH2:4][c:5]1[cH:6][c:7]([S:11][C:12](=[O:13])[N:14]([CH3:15])[CH3:16])[cH:8][cH:9][cH:10]1)=[O:17].[K+:19].[OH-:18].[OH2:20]>>[CH3:1][O:2][C:3]([CH2:4][c:5]1[cH:6][c:7]([SH:11])[cH:8][cH:9][cH:10]1)=[O:17]. Starting materials: COC(=O)Cc1cccc(SC(=O)N(C)C)c1, [K+], [OH-], O. Product: COC(=O)Cc1cccc(S)c1.